From a dataset of the Open Reaction Database (ORD), a public repository of structured organic reaction records. describe an organic reaction: reactants, conditions, products, and yield Reactants: N1CC=CC2=CC=CC=C12 (dihydroquinoline), O (water). The product is N1C(=O)CCC2=CC=CC=C12 (3,4-dihydrocarbostyril). RXN SMILES: [NH:1]1[C:10]2[C:5](=[CH:6][CH:7]=[CH:8][CH:9]=2)[CH:4]=[CH:3][CH2:2]1.[OH2:11]>>[NH:1]1[C:10]2[C:5](=[CH:6][CH:7]=[CH:8][CH:9]=2)[CH2:4][CH2:3][C:2]1=[O:11]. Procedure details: A mixture of 46.8 g (1.2 moles) of sodamide. 400 cc of toluene containing 0.5 cc of oleic acid and 129.2 g (1.0 mole) of quinoline was placed in a liter Magne Drive, equipped as described in Example 15. The autoclave was closed and purged of air with ammonia, pressurized to 30 psig with ammonia and then to 200 psig with nitrogen. The pressure relief valve was set at 350 psig. Cooling water was turned on the reflux condenser. The autoclave was heated with stirring for 2 hours within a range of 13...